This data is from the Open Reaction Database (ORD), a public repository of structured organic reaction records. The task is: describe an organic reaction: reactants, conditions, products, and yield The reactants are C(C)(=O)N1C(CCC1)=O (N-acetyl-2-pyrrolidone), C(#N)C1=CC=C(C=O)C=C1 (4-cyanobenzaldehyde), [H-].[Na+] (sodium hydride), [H-].[Na+] (sodium hydride), CO (methanol). Run in C(C)(=O)O (acetic acid), O1CCCC1 (tetrahydrofuran), O1CCCC1 (tetrahydrofuran). Conditions: temperature 0 celsius, time 1 hour. The product is C(#N)C1=CC=C(C=C2C(NCC2)=O)C=C1 (3-(4-cyanobenzylidene)-2-pyrrolidone). The yield is 18.0%. RXN SMILES: C([N:4]1[CH2:8][CH2:7][CH2:6][C:5]1=[O:9])(=O)C.[C:10]([C:12]1[CH:19]=[CH:18][C:15]([CH:16]=O)=[CH:14][CH:13]=1)#[N:11].[H-].[Na+].CO>O1CCCC1.C(O)(=O)C>[C:10]([C:12]1[CH:19]=[CH:18][C:15]([CH:16]=[C:6]2[CH2:7][CH2:8][NH:4][C:5]2=[O:9])=[CH:14][CH:13]=1)#[N:11] |f:2.3|. Procedure details: A solution of 5.0 g of N-acetyl-2-pyrrolidone and 5.17 g of 4-cyanobenzaldehyde in 50 ml of tetrahydrofuran is added dropwise to a suspension of 5.36 g of sodium hydride (55% in oil) in 50 ml of tetrahydrofuran at 5°-10° C. and the mixture is then stirred at 0° C. for 1 hour. Excess sodium hydride is eliminated by the addition of some methanol, and the reaction mixture is poured onto ice and neutralized with glacial acetic acid. The precipitate is suction-filtered and dissolved in a methylene ch... Reactants: CCn1nc(-c2ccccc2)c(C(C)=O)c([N+](=O)[O-])c1=O, CCO, Nc1ccc2[nH]ccc2c1. Product: CCn1nc(-c2ccccc2)c(C(C)=O)c(Nc2ccc3[nH]ccc3c2)c1=O. Reaction SMILES: [C:1]([CH3:2])(=[O:3])[c:4]1[c:5]([N+:19]([O-:20])=[O:21])[c:6](=[O:18])[n:7]([CH2:16][CH3:17])[n:8][c:9]1-[c:10]1[cH:11][cH:12][cH:13][cH:14][cH:15]1.[CH3:32][CH2:33][OH:34].[NH2:22][c:23]1[cH:24][c:25]2[cH:26][cH:27][nH:28][c:29]2[cH:30][cH:31]1>>[C:1]([CH3:2])(=[O:3])[c:4]1[c:5]([NH:19][c:23]2[cH:24][c:25]3[cH:26][cH:27][nH:28][c:29]3[cH:30][cH:31]2)[c:6](=[O:18])[n:7]([CH2:16][CH3:17])[n:8][c:9]1-[c:10]1[cH:11][cH:12][cH:13][cH:14][cH:15]1. Reactants: N#CCNN1CCN(CCCCC(=O)c2ccccc2)CC1, Cl, Cl, O=N[O-], [Na+], O. The product is N#CCN(N=O)N1CCN(CCCCC(=O)c2ccccc2)CC1. As a reaction SMILES: [C:3]([c:4]1[cH:5][cH:6][cH:7][cH:8][cH:9]1)(=[O:10])[CH2:11][CH2:12][CH2:13][CH2:14][N:15]1[CH2:16][CH2:17][N:18]([NH:21][CH2:22][C:23]#[N:24])[CH2:19][CH2:20]1.[ClH:1].[ClH:2].[N:25](=[O:26])[O-:27].[Na+:28].[OH2:29]>>[C:3]([c:4]1[cH:5][cH:6][cH:7][cH:8][cH:9]1)(=[O:10])[CH2:11][CH2:12][CH2:13][CH2:14][N:15]1[CH2:16][CH2:17][N:18]([N:21]([CH2:22][C:23]#[N:24])[N:25]=[O:26])[CH2:19][CH2:20]1. The reactants are ClCCCCCBr, [Li]CCCC, Cc1ccsn1, C1CCOC1. The product is Cc1cc(CCCCCCl)sn1. As a reaction SMILES: [Br:12][CH2:13][CH2:14][CH2:15][CH2:16][CH2:17][Cl:18].[CH2:7]([Li:8])[CH2:9][CH2:10][CH3:11].[CH3:1][c:2]1[n:3][s:4][cH:5][cH:6]1.[O:19]1[CH2:20][CH2:21][CH2:22][CH2:23]1>>[CH3:1][c:2]1[n:3][s:4][c:5]([CH2:13][CH2:14][CH2:15][CH2:16][CH2:17][Cl:18])[cH:6]1. The reactants are O=C([O-])[O-], CNCCCCO, CN(C)C=O, Cc1ccc(-c2ncc(Cl)nc2-c2ccc(C)cc2)cc1, [K+], [K+]. The product is Cc1ccc(-c2ncc(N(C)CCCCO)nc2-c2ccc(C)cc2)cc1. Reaction SMILES: [C:29](=[O:30])([O-:31])[O-:32].[CH3:22][NH:23][CH2:24][CH2:25][CH2:26][CH2:27][OH:28].[CH3:35][N:36]([CH3:37])[CH:38]=[O:39].[Cl:1][c:2]1[n:3][c:4](-[c:15]2[cH:16][cH:17][c:18]([CH3:21])[cH:19][cH:20]2)[c:5](-[c:8]2[cH:9][cH:10][c:11]([CH3:14])[cH:12][cH:13]2)[n:6][cH:7]1.[K+:33].[K+:34]>>[c:2]1([N:23]([CH3:22])[CH2:24][CH2:25][CH2:26][CH2:27][OH:28])[n:3][c:4](-[c:15]2[cH:16][cH:17][c:18]([CH3:21])[cH:19][cH:20]2)[c:5](-[c:8]2[cH:9][cH:10][c:11]([CH3:14])[cH:12][cH:13]2)[n:6][cH:7]1. Reactants: FC1(C[C@@H]([C@H](N(C1)C(=O)OCC1=CC=CC=C1)C(=O)OCC1=CC=CC=C1)C(=O)OC(C)(C)C)F (1,2-dibenzyl 3-tert-butyl(2S,3S)-5,5-difluoropiperidine-1,2,3-tricarboxylate), [H][H] (hydrogen). The reagents and catalysts are [Pd] (Pd/C). Run in CCO (EtOH). The product is C(C)(C)(C)OC(=O)[C@@H]1[C@H](NCC(C1)(F)F)C(=O)O ((2S,3S)-3-(tert-butoxycarbonyl)-5,5-difluoropiperidine-2-carboxylic acid). Reaction SMILES: [F:1][C:2]1([F:35])[CH2:7][N:6](C(OCC2C=CC=CC=2)=O)[C@H:5]([C:18]([O:20]CC2C=CC=CC=2)=[O:19])[C@@H:4]([C:28]([O:30][C:31]([CH3:34])([CH3:33])[CH3:32])=[O:29])[CH2:3]1.[H][H]>CCO.[Pd]>[C:31]([O:30][C:28]([C@H:4]1[CH2:3][C:2]([F:1])([F:35])[CH2:7][NH:6][C@@H:5]1[C:18]([OH:20])=[O:19])=[O:29])([CH3:34])([CH3:32])[CH3:33]. Reported procedure: A solution of 1,2-dibenzyl 3-tert-butyl(2S,3S)-5,5-difluoropiperidine-1,2,3-tricarboxylate (0.370 g, 0.000756 mol) in EtOH (7.0 mL) was hydrogenated in the presence of 10% Pd/C, under a ballon pressure of hydrogen, for 2 h. After filtered off the catalyst, the filtration was evaporated to dry. The residue was used directly in next step (190 mg, 94.77%). LC MS (M-Bu+1) 210.0. Reported procedure: Hydrochloric acid 4 M in dioxane (7.88 mL, 31.54 mmol) was added to rac-[1-(3-bromo-phenyl)-1-(1H-pyrazol-3-yl)-ethyl]-carbamic acid tert-butyl ester (1.65 g, 4.51 mmol) at room temperature. The mixture was stirred at room temperature for 1 hour. The solvent was evaporated in vacuo. The residue was suspended in DCM and washed with NaHCO3 (aq. sat. solution). The organic layer was separated, dried (MgSO4), filtered and the solvents evaporated in vacuo to yield rac-1-(3-bromo-phenyl)-1-(1H-pyrazol... The yield is 100.0%. Starting materials: Cl (Hydrochloric acid), O1CCOCC1 (dioxane), C(C)(C)(C)OC(NC(C)(C1=NNC=C1)C1=CC(=CC=C1)Br)=O (rac-[1-(3-bromo-phenyl)-1-(1H-pyrazol-3-yl)-ethyl]-carbamic acid tert-butyl ester). As a reaction SMILES: Cl.O1CCOCC1.C(OC(=O)[NH:14][C:15]([C:22]1[CH:27]=[CH:26][CH:25]=[C:24]([Br:28])[CH:23]=1)([C:17]1[CH:21]=[CH:20][NH:19][N:18]=1)[CH3:16])(C)(C)C>>[Br:28][C:24]1[CH:23]=[C:22]([C:15]([NH2:14])([C:17]2[CH:21]=[CH:20][NH:19][N:18]=2)[CH3:16])[CH:27]=[CH:26][CH:25]=1. Yields the product BrC=1C=C(C=CC1)C(C)(C1=NNC=C1)N (rac-1-(3-bromo-phenyl)-1-(1H-pyrazol-3-yl)-ethylamine). Run at time 1 hour. RXN SMILES: [CH3:1][CH:2]1[CH:7]=[C:6]([C:8]([OH:10])=[O:9])[N:5]2[C:11](=[O:31])[CH:12]([NH:13][C:14](=[O:30])[CH:15]([C:24]3[CH2:29][CH:28]=[CH:27][CH2:26][CH:25]=3)[NH:16]C(OC(C)(C)C)=O)[C@H:4]2[S:3]1>C(O)=O>[CH3:1][CH:2]1[CH:7]=[C:6]([C:8]([OH:10])=[O:9])[N:5]2[C:11](=[O:31])[CH:12]([NH:13][C:14](=[O:30])[CH:15]([C:24]3[CH2:25][CH:26]=[CH:27][CH2:28][CH:29]=3)[NH2:16])[C@H:4]2[S:3]1. Reported procedure: A mixture of 2-methyl-7-[N-(tert.-butoxycarbonyl)-2-(1,4-cyclohexadienyl)glycyl]amino-3-cephem-4-carboxylic acid (317 mg) and formic acid (3.17 ml) was stirred for 4 hours at room temperature. After the reaction was completed, formic acid was removed under reduced pressure from the reaction mixture and the residue was pulverized by adding ether. The powder was collected by filtration and dissolved in 95% acetonitrile aqueous solution (27 ml), and then the solution was stirred for an hour. Precip... Starting materials: CC1S[C@H]2N(C(=C1)C(=O)O)C(C2NC(C(NC(=O)OC(C)(C)C)C2=CCC=CC2)=O)=O (2-methyl-7-[N-(tert.-butoxycarbonyl)-2-(1,4-cyclohexadienyl)glycyl]amino-3-cephem-4-carboxylic acid). Conditions: time 4 hour. Product: CC1S[C@H]2N(C(=C1)C(=O)O)C(C2NC(C(N)C2=CCC=CC2)=O)=O (2-methyl-7-[2-(1,4-cyclohexadienyl)glycyl]amino-3-cephem-4-carboxylic acid). Isolated yield 81.2%. Run in C(=O)O (formic acid).